This data is from the Open Reaction Database (ORD), a public repository of structured organic reaction records. The task is: describe an organic reaction: reactants, conditions, products, and yield The reactants are C1(=CC=CC=C1)/C(=C(\CCO)/C1=CC=CC=C1)/C1=CC=C(C=C1)O ((Z)-1,2-diphenyl-1-(4-hydroxyphenyl)-1-buten-4-ol), BrC(C)Br (dibromoethane), C([O-])([O-])=O.[K+].[K+] (potassium carbonate). Solvent: C(C)C(=O)C (methyl ethyl ketone). The product is C1(=CC=CC=C1)C(=C(CCO)C1=CC=CC=C1)C1=CC=C(C=C1)OCCBr (1,2-diphenyl-1-[4-(2-bromoethoxy)phenyl]-1-buten-4-ol). Reaction SMILES: [C:1]1(/[C:7](/[C:18]2[CH:23]=[CH:22][C:21]([OH:24])=[CH:20][CH:19]=2)=[C:8](/[C:12]2[CH:17]=[CH:16][CH:15]=[CH:14][CH:13]=2)\[CH2:9][CH2:10][OH:11])[CH:6]=[CH:5][CH:4]=[CH:3][CH:2]=1.[Br:25][CH:26](Br)[CH3:27].C(=O)([O-])[O-].[K+].[K+]>C(C(C)=O)C>[C:1]1([C:7]([C:18]2[CH:19]=[CH:20][C:21]([O:24][CH2:27][CH2:26][Br:25])=[CH:22][CH:23]=2)=[C:8]([C:12]2[CH:17]=[CH:16][CH:15]=[CH:14][CH:13]=2)[CH2:9][CH2:10][OH:11])[CH:6]=[CH:5][CH:4]=[CH:3][CH:2]=1 |f:2.3.4|. Procedure: A mixture containing 31.6 g of (Z)-1,2-diphenyl-1-(4-hydroxyphenyl)-1-buten-4-ol, 93.9 g of dibromoethane, 20.7 g of anhydrous potassium carbonate and 250 ml of methyl ethyl ketone is refluxed for 24 h. The inorganic salts are removed by filtration followed by evaporating the solvent and recrystallizing from methanol. The yield is 17.3 g (41%) and m.p. 133°-7° C. Reactants: CON=C(C(=O)OCC)CC(CCCC)=O (Ethyl 2-methoxyimino-4-oxooctanoate), C([O-])([O-])=O.[K+].[K+] (potassium carbonate), BrC1=CC(=C(CBr)C=C1)F (4-bromo-2-fluorobenzyl bromide). Run in CN(C)C=O (DMF), CN(C)C=O (DMF). Reaction conditions: time 1 hour. Product: BrC1=CC(=C(CC(C(C(=O)OCC)=NOC)C(CCCC)=O)C=C1)F (Ethyl 3-(4-Bromo-2-fluorobenzyl)-2-methoxyimino-4-oxooctanoate). The yield is 38.7%. RXN SMILES: [CH3:1][O:2][N:3]=[C:4]([CH2:10][C:11](=[O:16])[CH2:12][CH2:13][CH2:14][CH3:15])[C:5]([O:7][CH2:8][CH3:9])=[O:6].C(=O)([O-])[O-].[K+].[K+].[Br:23][C:24]1[CH:31]=[CH:30][C:27]([CH2:28]Br)=[C:26]([F:32])[CH:25]=1>CN(C=O)C>[Br:23][C:24]1[CH:31]=[CH:30][C:27]([CH2:28][CH:10]([C:11](=[O:16])[CH2:12][CH2:13][CH2:14][CH3:15])[C:4](=[N:3][O:2][CH3:1])[C:5]([O:7][CH2:8][CH3:9])=[O:6])=[C:26]([F:32])[CH:25]=1 |f:1.2.3|. Procedure details: A mixture of 5.0 g (21.8 mmol) of ethyl 2-methoxyimino-4-oxooctanoate (from Example 1, Step A), 3.6 g (26 mmol) of anhydrous potassium carbonate, and 70 mL of dry DMF was stirred under N2 at room temperature for 1 hour. The mixture was then cooled to 0° C. and treated dropwise with a solution of 5.9 g (21.8 mmol) of 4-bromo-2-fluorobenzyl bromide in 20 mL of dry DMF. The mixture was allowed to warm slowly to room temperature and was stirred under N2 for 48 hours. The mixture was partitioned betw... The reactants are FC1=CC=C(C=C1)C(CC1=CC=C(C(=O)O)C=C1)=O (4-[2-(4-fluorophenyl)-2-oxoethyl]benzoic acid), C(C)(C)I (isopropyl iodide). The reagents and catalysts are C([O-])([O-])=O.[Ag+2] (silver carbonate). Run in C1(=CC=CC=C1)C (toluene). Product: C(C)(C)OC(C1=CC=C(C=C1)CC(=O)C1=CC=C(C=C1)F)=O (isopropyl-4-[2-(4-fluorophenyl)-2-oxoethyl]benzoate). Yield: 43.1%. As a reaction SMILES: [F:1][C:2]1[CH:7]=[CH:6][C:5]([C:8](=[O:19])[CH2:9][C:10]2[CH:18]=[CH:17][C:13]([C:14]([OH:16])=[O:15])=[CH:12][CH:11]=2)=[CH:4][CH:3]=1.[CH:20](I)([CH3:22])[CH3:21]>C1(C)C=CC=CC=1.C(=O)([O-])[O-].[Ag+2]>[CH:20]([O:15][C:14](=[O:16])[C:13]1[CH:12]=[CH:11][C:10]([CH2:9][C:8]([C:5]2[CH:4]=[CH:3][C:2]([F:1])=[CH:7][CH:6]=2)=[O:19])=[CH:18][CH:17]=1)([CH3:22])[CH3:21] |f:3.4|. Reported procedure: To a solution of 4-[2-(4-fluorophenyl)-2-oxoethyl]benzoic acid (Example 3, Step 1) (0.600 g, 2.32 mmol) in toluene(25 ml) was added silver carbonate (1.06 g) and isopropyl iodide (0.70 g).The reaction was refluxed for 2 hour. The reaction mixture was filtered on a pad of silica gel and washed with hexane/ethyl acetate 20%. to give (0.3 g) of the title compound. The reactants are C1(=CC=CC=C1)C1=CC(C(CC1)CC(=O)O)=O (4-phenyl-2-oxo-3-cyclohexene-1-acetic acid), [N+](=[N-])=C (diazomethane). Solvent: CCOCC (Et2O). Product: C1(=CC=CC=C1)C1=CC(C(CC1)CC(=O)OC)=O (methyl 4-phenyl-2-oxo-3-cyclohexene-1-acetate). RXN SMILES: [C:1]1([C:7]2[CH2:12][CH2:11][CH:10]([CH2:13][C:14]([OH:16])=[O:15])[C:9](=[O:17])[CH:8]=2)[CH:6]=[CH:5][CH:4]=[CH:3][CH:2]=1.[N+](=[CH2:20])=[N-]>CCOCC>[C:1]1([C:7]2[CH2:12][CH2:11][CH:10]([CH2:13][C:14]([O:16][CH3:20])=[O:15])[C:9](=[O:17])[CH:8]=2)[CH:2]=[CH:3][CH:4]=[CH:5][CH:6]=1. Procedure: A solution of 4-phenyl-2-oxo-3-cyclohexene-1-acetic acid (Tet. Lett. 1968, 4739) (10.0 g, 43.4 mmol) in Et2O (150 ml) was treated with ethereal diazomethane at 0° C. until TLC indicated the reaction to be complete. The solvent was evaporated to yield methyl 4-phenyl-2-oxo-3-cyclohexene-1-acetate (10.6 g, quant.): Rf 0.33 (20% EtOAc in hexane);